Dataset: the Open Reaction Database (ORD), a public repository of structured organic reaction records. Task: describe an organic reaction: reactants, conditions, products, and yield Starting materials: Cl.C(#N)C1(CC1)NC(=O)[C@H]1NC[C@@H](C1)S(=O)(=O)C1=C(C=CC=C1)Cl ((2S,4R)-4-(2-chloro-benzenesulfonyl)-pyrrolidine-2-carboxylic acid (1-cyano-cyclopropyl)-amide hydrochloride), FC(CC=O)(F)F (3,3,3-trifluoropropionaldehyde). Product: C(#N)C1(CC1)NC(=O)[C@H]1N(C[C@@H](C1)S(=O)(=O)C1=C(C=CC=C1)Cl)CCC(F)(F)F ((2S,4R)-4-(2-chloro-benzenesulfonyl)-1-(3,3,3-trifluoro-propyl)-pyrrolidine-2-carboxylic acid (1-cyano-cyclopropyl)-amide). RXN SMILES: Cl.[C:2]([C:4]1([NH:7][C:8]([C@@H:10]2[CH2:14][C@@H:13]([S:15]([C:18]3[CH:23]=[CH:22][CH:21]=[CH:20][C:19]=3[Cl:24])(=[O:17])=[O:16])[CH2:12][NH:11]2)=[O:9])[CH2:6][CH2:5]1)#[N:3].[F:25][C:26]([F:31])([F:30])[CH2:27][CH:28]=O>>[C:2]([C:4]1([NH:7][C:8]([C@@H:10]2[CH2:14][C@@H:13]([S:15]([C:18]3[CH:23]=[CH:22][CH:21]=[CH:20][C:19]=3[Cl:24])(=[O:17])=[O:16])[CH2:12][N:11]2[CH2:28][CH2:27][C:26]([F:31])([F:30])[F:25])=[O:9])[CH2:6][CH2:5]1)#[N:3] |f:0.1|. Procedure: (2S,4R)-4-(2-chloro-benzenesulfonyl)-pyrrolidine-2-carboxylic acid (1-cyano-cyclopropyl)-amide hydrochloride from experiment K4 was reductively alkylated with 3,3,3-trifluoropropionaldehyde in analogy to experiment L3 to give (2S,4R)-4-(2-chloro-benzenesulfonyl)-1-(3,3,3-trifluoro-propyl)-pyrrolidine-2-carboxylic acid (1-cyano-cyclopropyl)-amide as a colorless oil. MS: 450.2 [M+H]+. Starting materials: C(CCCCCCCCCCCCCCCCC)[Sn](CCCCCCCCCCCCCCCCCC)(CCCCCCCCCCCCCCCCCC)Cl (trioctadecyltin chloride), [N-]=[N+]=[N-].[Na+] (sodium azide). The solvent is C1(=CC=CC=C1)C (toluene), C1(=CC=CC=C1)C (toluene). Reaction conditions: temperature 120 celsius, time 6 hour. Product: C(CCCCCCCCCCCCCCCCC)[Sn](CCCCCCCCCCCCCCCCCC)(CCCCCCCCCCCCCCCCCC)N=[N+]=[N-] (trioctadecyltin azide). Isolated yield 68.5%. As a reaction SMILES: [CH2:1]([Sn:19](Cl)([CH2:38][CH2:39][CH2:40][CH2:41][CH2:42][CH2:43][CH2:44][CH2:45][CH2:46][CH2:47][CH2:48][CH2:49][CH2:50][CH2:51][CH2:52][CH2:53][CH2:54][CH3:55])[CH2:20][CH2:21][CH2:22][CH2:23][CH2:24][CH2:25][CH2:26][CH2:27][CH2:28][CH2:29][CH2:30][CH2:31][CH2:32][CH2:33][CH2:34][CH2:35][CH2:36][CH3:37])[CH2:2][CH2:3][CH2:4][CH2:5][CH2:6][CH2:7][CH2:8][CH2:9][CH2:10][CH2:11][CH2:12][CH2:13][CH2:14][CH2:15][CH2:16][CH2:17][CH3:18].[N-:57]=[N+:58]=[N-:59].[Na+]>C1(C)C=CC=CC=1>[CH2:1]([Sn:19]([N:57]=[N+:58]=[N-:59])([CH2:38][CH2:39][CH2:40][CH2:41][CH2:42][CH2:43][CH2:44][CH2:45][CH2:46][CH2:47][CH2:48][CH2:49][CH2:50][CH2:51][CH2:52][CH2:53][CH2:54][CH3:55])[CH2:20][CH2:21][CH2:22][CH2:23][CH2:24][CH2:25][CH2:26][CH2:27][CH2:28][CH2:29][CH2:30][CH2:31][CH2:32][CH2:33][CH2:34][CH2:35][CH2:36][CH3:37])[CH2:2][CH2:3][CH2:4][CH2:5][CH2:6][CH2:7][CH2:8][CH2:9][CH2:10][CH2:11][CH2:12][CH2:13][CH2:14][CH2:15][CH2:16][CH2:17][CH3:18] |f:1.2|. Reported procedure: A mixture of 20.0 g of trioctadecyltin chloride, 3.0 g of sodium azide and 40 ml of toluene was stirred at 120° C. for 6 hours. After cooling, 100 ml of toluene was added to the reaction mixture. The toluene layer was washed with water, dried over magnesium sulfate and concentrated under reduced pressure to give 13.8 g of trioctadecyltin azide. The reactants are C1(=CC=CC=C1)P(C1=CC=CC=C1)C1=CC=CC=C1 (triphenylphosphine), ClC=1C=C(C=CC1S(=O)(=O)C)[C@H](C(=O)O)CC1CCCC1 (2(R)-(3-chloro-4-methanesulfonyl-phenyl)-3-cyclopentyl-propionic acid), Br.NC=1SC(=CN1)Br (2-amino-5-bromothiazole monohydrobromide), N1=CC=CC=C1 (pyridine), BrN1C(CCC1=O)=O (N-bromosuccinimide). Run in O (water), C(Cl)Cl (methylene chloride). Run at temperature 0 celsius. Yields the product hexanes ethyl acetate, BrC1=CN=C(S1)NC([C@H](CC1CCCC1)C1=CC(=C(C=C1)S(=O)(=O)C)Cl)=O (N-(5-bromo-thiazol-2-yl)-2(R)-(3-chloro-4-methanesulfonyl-phenyl)-3-cyclopentyl-propionamide). The yield is 50.5%. Reaction SMILES: C1(P(C2C=CC=CC=2)C2C=CC=CC=2)C=CC=CC=1.BrN1C(=O)CCC1=O.[Cl:28][C:29]1[CH:30]=[C:31]([C@@H:39]([CH2:43][CH:44]2[CH2:48][CH2:47][CH2:46][CH2:45]2)[C:40]([OH:42])=O)[CH:32]=[CH:33][C:34]=1[S:35]([CH3:38])(=[O:37])=[O:36].Br.[NH2:50][C:51]1[S:52][C:53]([Br:56])=[CH:54][N:55]=1.N1C=CC=CC=1>C(Cl)Cl.O>[Br:56][C:53]1[S:52][C:51]([NH:50][C:40](=[O:42])[C@@H:39]([C:31]2[CH:32]=[CH:33][C:34]([S:35]([CH3:38])(=[O:36])=[O:37])=[C:29]([Cl:28])[CH:30]=2)[CH2:43][CH:44]2[CH2:48][CH2:47][CH2:46][CH2:45]2)=[N:55][CH:54]=1 |f:3.4|. Procedure details: A solution of triphenylphosphine (595 mg, 2.27 mmol) in methylene chloride (20 mL) was cooled to 0° C. and then treated with N-bromosuccinimide (457 mg, 2.57 mmol). The reaction mixture was stirred at 0° C. until it became homogeneous. The resulting light purple reaction mixture was then treated with 2(R)-(3-chloro-4-methanesulfonyl-phenyl)-3-cyclopentyl-propionic acid (500 mg, 1.51 mmol). The reaction mixture was stirred at 0° C. for 20 min and then allowed to warm to 25° C. where it was stirre...